This data is from the Open Reaction Database (ORD), a public repository of structured organic reaction records. The task is: describe an organic reaction: reactants, conditions, products, and yield Starting materials: COC(CN)OC, ClCCl, O, O=C(NC1CCc2ccccc2NC1=S)OCc1ccccc1, Cc1ccc(S(=O)(=O)O)cc1. The product is COC(CNC1=Nc2ccccc2CCC1NC(=O)OCc1ccccc1)OC. As a reaction SMILES: [CH3:36][O:37][CH:38]([CH2:39][NH2:40])[O:41][CH3:42].[Cl:43][CH2:44][Cl:45].[OH2:24].[S:1]=[C:2]1[NH:3][c:4]2[c:5]([cH:20][cH:21][cH:22][cH:23]2)[CH2:6][CH2:7][CH:8]1[NH:9][C:10]([O:11][CH2:12][c:13]1[cH:14][cH:15][cH:16][cH:17][cH:18]1)=[O:19].[c:25]1([CH3:26])[cH:27][cH:28][c:29]([S:30]([OH:31])(=[O:32])=[O:33])[cH:34][cH:35]1>>[C:2]1([NH:40][CH2:39][CH:38]([O:37][CH3:36])[O:41][CH3:42])=[N:3][c:4]2[c:5]([cH:20][cH:21][cH:22][cH:23]2)[CH2:6][CH2:7][CH:8]1[NH:9][C:10]([O:11][CH2:12][c:13]1[cH:14][cH:15][cH:16][cH:17][cH:18]1)=[O:19]. Reactants: ClC=1C=C(N(C1)C)C(=O)NC1=C(C=C(C=C1)B1OC(C(O1)(C)C)(C)C)OC (4-chloro-N-(2-methoxy-4-(4,4,5,5-tetramethyl-1,3,2-dioxaborolan-2-yl)phenyl)-1-methyl-1H-pyrrole-2-carboxamide), BrC=1N=C(N2C1C(=NC=C2)C)[C@@H]2CC[C@H](CC2)N2CCN(CC2)C (1-bromo-8-methyl-3-((trans)-4-(4-methylpiperazin-1-yl)cyclohexyl)imidazo[1,5-a]pyrazine). Product: ClC=1C=C(N(C1)C)C(=O)NC1=C(C=C(C=C1)C=1N=C(N2C1C(=NC=C2)C)[C@@H]2CC[C@H](CC2)N2CCN(CC2)C)OC (4-chloro-N-(2-methoxy-4-(8-methyl-3-((trans)-4-(4-methylpiperazin-1-yl)cyclohexyl)imidazo[1,5-a]pyrazin-1-yl)phenyl)-1-methyl-1H-pyrrole-2-carboxamide). Yield: 47.7%. As a reaction SMILES: [Cl:1][C:2]1[CH:3]=[C:4]([C:8]([NH:10][C:11]2[CH:16]=[CH:15][C:14](B3OC(C)(C)C(C)(C)O3)=[CH:13][C:12]=2[O:26][CH3:27])=[O:9])[N:5]([CH3:7])[CH:6]=1.Br[C:29]1[N:30]=[C:31]([C@H:39]2[CH2:44][CH2:43][C@H:42]([N:45]3[CH2:50][CH2:49][N:48]([CH3:51])[CH2:47][CH2:46]3)[CH2:41][CH2:40]2)[N:32]2[CH:37]=[CH:36][N:35]=[C:34]([CH3:38])[C:33]=12>>[Cl:1][C:2]1[CH:3]=[C:4]([C:8]([NH:10][C:11]2[CH:16]=[CH:15][C:14]([C:29]3[N:30]=[C:31]([C@H:39]4[CH2:40][CH2:41][C@H:42]([N:45]5[CH2:46][CH2:47][N:48]([CH3:51])[CH2:49][CH2:50]5)[CH2:43][CH2:44]4)[N:32]4[CH:37]=[CH:36][N:35]=[C:34]([CH3:38])[C:33]=34)=[CH:13][C:12]=2[O:26][CH3:27])=[O:9])[N:5]([CH3:7])[CH:6]=1. Procedure: Reaction of 4-chloro-N-(2-methoxy-4-(4,4,5,5-tetramethyl-1,3,2-dioxaborolan-2-yl)phenyl)-1-methyl-1H-pyrrole-2-carboxamide (30 mg) and 1-bromo-8-methyl-3-((trans)-4-(4-methylpiperazin-1-yl)cyclohexyl)imidazo[1,5-a]pyrazine (30 mg) according to the procedure described in example 4 step 4c and purification by column chromatography (silica gel; dichloromethane with gradient 0 to 20% of methanol) gave 4-chloro-N-(2-methoxy-4-(8-methyl-3-((trans)-4-(4-methylpiperazin-1-yl)cyclohexyl)imidazo[1,5-a]pyr... The reactants are Cl.NCC(=O)OCC (ethyl glycinate hydrochloride), C1(=CC=CC=C1)[Mg]Cl (phenylmagnesium chloride). Product: Cl.C1(=CC=CC=C1)C(CN)(O)C1=CC=CC=C1 (2,2-Diphenyl-2-hydroxyethylamine hydrochloride). RXN SMILES: Cl.[NH2:2][CH2:3][C:4]([O:6]CC)=O.[C:9]1([Mg][Cl:16])[CH:14]=[CH:13][CH:12]=[CH:11][CH:10]=1>>[ClH:16].[C:9]1([C:4]([C:9]2[CH:14]=[CH:13][CH:12]=[CH:11][CH:10]=2)([OH:6])[CH2:3][NH2:2])[CH:14]=[CH:13][CH:12]=[CH:11][CH:10]=1 |f:0.1,3.4|. Procedure: Treatment of ethyl glycinate hydrochloride (4.5 g) with phenylmagnesium chloride (from 0.39 mole each of bromobenzene and magnesium), as discussed by A. McKenzie and G. O. Wills J. Chem. Soc. 1925, 127, 283 (and references cited therein), affords the title compound (mp 191°-193° C.).